This data is from the Open Reaction Database (ORD), a public repository of structured organic reaction records. The task is: describe an organic reaction: reactants, conditions, products, and yield The reactants are C1(=CC=C(C=C1)C(=O)O[C@H]1[C@@H]([C@@H]2[C@@H](OC(C2)=O)C1)\C=C\[C@@H](O)C1=CC2=C(S1)C=CC=C2)C2=CC=CC=C2 ((3aR,4R,5R,6aS)-4-((R,E)-3-(benzo[b]thiophen-2-yl)-3-hydroxyprop-1-enyl)-2-oxohexahydro-2H-cyclopenta[b]furan-5-yl biphenyl-4-carboxylate), C1(=CC=C(C=C1)C(=O)O[C@H]1[C@@H]([C@@H]2[C@@H](OC(C2)=O)C1)\C=C\[C@@H](O)C1=CC2=C(S1)C=CC=C2)C2=CC=CC=C2 ((3aR,4R,5R,6aS)-4-((R,E)-3-(benzo[b]thiophen-2-yl)-3-hydroxyprop-1-enyl)-2-oxohexahydro-2H-cyclopenta[b]furan-5-yl biphenyl-4-carboxylate), C([O-])([O-])=O.[K+].[K+] (potassium carbonate). Run in CO.C1CCOC1 (methanol THF). Reaction conditions: time 18 hour. Product: S1C2=C(C=C1[C@@H](/C=C/[C@H]1[C@@H](C[C@@H]3OC(C[C@@H]31)=O)O)O)C=CC=C2 ((3aR,4R,5R,6aS)-4-((R,E)-3-(benzo[b]thiophen-2-yl)-3-hydroxyprop-1-enyl)-5-hydroxyhexahydro-2H-cyclopenta[b]furan-2-one). The yield is 85.1%. RXN SMILES: C1(C2C=CC=CC=2)C=CC(C([O:9][C@@H:10]2[CH2:18][C@@H:13]3[O:14][C:15](=[O:17])[CH2:16][C@@H:12]3[C@H:11]2/[CH:19]=[CH:20]/[C@H:21]([C:23]2[S:27][C:26]3[CH:28]=[CH:29][CH:30]=[CH:31][C:25]=3[CH:24]=2)[OH:22])=O)=CC=1.C(=O)([O-])[O-].[K+].[K+]>CO.C1COCC1>[S:27]1[C:23]([C@H:21]([OH:22])/[CH:20]=[CH:19]/[C@@H:11]2[C@@H:12]3[C@@H:13]([O:14][C:15](=[O:17])[CH2:16]3)[CH2:18][C@H:10]2[OH:9])=[CH:24][C:25]2[CH:31]=[CH:30][CH:29]=[CH:28][C:26]1=2 |f:1.2.3,4.5|. Procedure details: A mixture consisting of (3aR,4R,5R,6aS)-4-((R,E)-3-(benzo[b]thiophen-2-yl)-3-hydroxyprop-1-enyl)-2-oxohexahydro-2H-cyclopenta[b]furan-5-yl biphenyl-4-carboxylate (intermediate 28, 0.343 g, 0.672 mmol) and potassium carbonate (0.046 g, 0.336 mmol), and 1:1 methanol-THF (12 mL) was stirred at room temperature for 18 hours. The reaction mixture turned from colorless to red-orange. After complete consumption of starting material, as judged by TLC, the reaction mixture was diluted with ethyl acetate ... Procedure details: The title compound was synthesized according to the procedure described for the preparation of Example 160 using 83 (100 mg, 0.43 mmol) and 3-ethynyltoluene (0.08 mL, 0.65 mmol) to provide 256 (80 mg, 60% yield) as a tan solid. LC-MS (M+H=311 obsd.=311). The yield is 59.9%. Starting materials: ClC1=C2C3=C(C(NC2=NC=C1)=O)C=CC=C3 (1-Chloro-5H-benzo[c][1,8]naphthyridin-6-one), C(#C)C=1C=C(C=CC1)C (3-ethynyltoluene). As a reaction SMILES: Cl[C:2]1[CH:11]=[CH:10][N:9]=[C:8]2[C:3]=1[C:4]1[CH:16]=[CH:15][CH:14]=[CH:13][C:5]=1[C:6](=[O:12])[NH:7]2.[C:17]([C:19]1[CH:20]=[C:21]([CH3:25])[CH:22]=[CH:23][CH:24]=1)#[CH:18]>>[CH3:25][C:21]1[CH:20]=[C:19]([C:17]#[C:18][C:2]2[CH:11]=[CH:10][N:9]=[C:8]3[C:3]=2[C:4]2[CH:16]=[CH:15][CH:14]=[CH:13][C:5]=2[C:6](=[O:12])[NH:7]3)[CH:24]=[CH:23][CH:22]=1. Yields the product CC=1C=C(C=CC1)C#CC1=C2C3=C(C(NC2=NC=C1)=O)C=CC=C3 (1-[(3-methylphenyl)ethynyl]benzo[c]-1,8-naphthyridin-6(5H)-one). Starting materials: COCCOCOC(C)C=1C=C(SC1C)S(=O)(=S)N (4-[1-(methoxyethoxymethoxy)ethyl]-5-methylthiothiophene-2-sulfonamide), S(O)(O)(=O)=O (sulfuric acid), C(=O)(O)[O-].[Na+] (NaHCO3). Run in CO (methanol). Run at time 0.5 hour. Product: COC(C)C=1C=C(SC1C)S(=O)(=S)N (4-(1-Methoxyethyl)-5-methylthiothiophene-2-sulfonamide). RXN SMILES: COCCO[CH2:6][O:7][CH:8]([C:10]1[CH:11]=[C:12]([S:16]([NH2:19])(=[S:18])=[O:17])[S:13][C:14]=1[CH3:15])[CH3:9].S(=O)(=O)(O)O.C([O-])(O)=O.[Na+]>CO>[CH3:6][O:7][CH:8]([C:10]1[CH:11]=[C:12]([S:16]([NH2:19])(=[S:18])=[O:17])[S:13][C:14]=1[CH3:15])[CH3:9] |f:2.3|. Reported procedure: To a stirred solution of 4-[1-(methoxyethoxymethoxy)ethyl]-5-methylthiothiophene-2-sulfonamide (6.8 g, 0.02 mol) in methanol (25 ml) was added dropwise 50% (by volume) cold sulfuric acid (50 ml) over a 10 minute period. The solution was stirred for an additional 1/2 hour at room temperature and the mixture was basified with NaHCO3 with cooling. The gum which separated was extracted into ethyl acetate. The aqueous layer was concentrated to dryness in vacuo and the solid residue was extracted with... The reactants are CO, CC(C)C(C(=O)NC1CC1)n1ccc2c([N+](=O)[O-])cccc2c1=O, [Pd]. Yields the product CC(C)C(C(=O)NC1CC1)n1ccc2c(N)cccc2c1=O. Reaction SMILES: [CH3:25][OH:26].[CH:1]1([NH:4][C:5]([CH:6]([CH:7]([CH3:8])[CH3:9])[n:10]2[c:11](=[O:23])[c:12]3[cH:13][cH:14][cH:15][c:16]([N+:20]([O-:21])=[O:22])[c:17]3[cH:18][cH:19]2)=[O:24])[CH2:2][CH2:3]1.[Pd:27]>>[CH:1]1([NH:4][C:5]([CH:6]([CH:7]([CH3:8])[CH3:9])[n:10]2[c:11](=[O:23])[c:12]3[cH:13][cH:14][cH:15][c:16]([NH2:20])[c:17]3[cH:18][cH:19]2)=[O:24])[CH2:2][CH2:3]1. The reactants are C(C)(=O)C1=C(C=CC=C1)CCC(O)C=1C=C(C=CC1)O (3-(3-(2-acetylphenyl)-1-hydroxypropyl)phenol), C(=O)([O-])[O-].[K+].[K+] (K2CO3), BrCC1=NC2=CC(=CC=C2C=C1)Cl (2-(bromomethyl)-7-chloroquinoline). Solvent: CC(=O)C (acetone). Yields the product C(C)(=O)C1=C(C=CC=C1)CCC(O)C1=CC(=CC=C1)OCC1=NC2=CC(=CC=C2C=C1)Cl (3-(2-acetylphenyl)-1-(3-((7-chloro-2-quinolinyl)methoxy)phenyl)propanol). The yield is 93.8%. RXN SMILES: [C:1]([C:4]1[CH:9]=[CH:8][CH:7]=[CH:6][C:5]=1[CH2:10][CH2:11][CH:12]([C:14]1[CH:15]=[C:16]([OH:20])[CH:17]=[CH:18][CH:19]=1)[OH:13])(=[O:3])[CH3:2].C([O-])([O-])=O.[K+].[K+].Br[CH2:28][C:29]1[CH:38]=[CH:37][C:36]2[C:31](=[CH:32][C:33]([Cl:39])=[CH:34][CH:35]=2)[N:30]=1>CC(C)=O>[C:1]([C:4]1[CH:9]=[CH:8][CH:7]=[CH:6][C:5]=1[CH2:10][CH2:11][CH:12]([C:14]1[CH:19]=[CH:18][CH:17]=[C:16]([O:20][CH2:28][C:29]2[CH:38]=[CH:37][C:36]3[C:31](=[CH:32][C:33]([Cl:39])=[CH:34][CH:35]=3)[N:30]=2)[CH:15]=1)[OH:13])(=[O:3])[CH3:2] |f:1.2.3|. Procedure: A mixture of the phenol of Step 4 (3.322 g, 12.3 mmol), K2CO3 (4.08 g, 29.5 mmol) and 2-(bromomethyl)-7-chloroquinoline (3.771 g, 14.7 mmol) in 60 mL of acetone was heated to reflux for 8 h. CD2Cl2 (100 mL) was added and the mixture was filtered through silica with EtOAc. Flash chromatography of the residue on silica using EtOAc:toluene 15:85 and 20:80 afforded 5.145 g (94%) of the title compound. Starting materials: FC1=CC2=C(N(C(=N2)[C@H](C)NC(OC(C)(C)C)=O)C2=CC=CC=C2)C=C1 ((S)-tert-butyl 1-(5-fluoro-1-phenyl-1H-benzo[d]imidazol-2-yl)ethylcarbamate), C(=O)(C(F)(F)F)O (TFA). The solvent is C(Cl)Cl (DCM). Conditions: time 2 hour. Product: FC1=CC2=C(N(C(=N2)[C@H](C)N)C2=CC=CC=C2)C=C1 ((S)-1-(5-fluoro-1-phenyl-1H-benzo[d]imidazol-2-yl)ethanamine). The yield is 78.1%. As a reaction SMILES: [F:1][C:2]1[CH:26]=[CH:25][C:5]2[N:6]([C:19]3[CH:24]=[CH:23][CH:22]=[CH:21][CH:20]=3)[C:7]([C@@H:9]([NH:11]C(=O)OC(C)(C)C)[CH3:10])=[N:8][C:4]=2[CH:3]=1.C(O)(C(F)(F)F)=O>C(Cl)Cl>[F:1][C:2]1[CH:26]=[CH:25][C:5]2[N:6]([C:19]3[CH:24]=[CH:23][CH:22]=[CH:21][CH:20]=3)[C:7]([C@@H:9]([NH2:11])[CH3:10])=[N:8][C:4]=2[CH:3]=1. Procedure details: To a solution of (S)-tert-butyl 1-(5-fluoro-1-phenyl-1H-benzo[d]imidazol-2-yl)ethylcarbamate (661 mg, 1.9 mmol) in DCM (9 mL) was added TFA (4.5 mL) and the mixture was stirred at RT for 2 h. Volatiles were removed under reduced pressure and the resulting residue was partitioned between DCM (20 mL) and a saturated solution of NaHCO3 (40 mL). The two phase system was stirred for 10 min, then the organic layer was dried (MgSO4) and concentrated in vacuo. The resulting residue was purified by colum... The reactants are CCC(Br)c1cccc(Br)c1, ClCCl, O=c1cc(O)c2ccccc2o1. Yields the product CCC(c1cccc(Br)c1)c1c(O)c2ccccc2oc1=O. Reaction SMILES: [Br:13][CH:14]([CH2:15][CH3:16])[c:17]1[cH:18][c:19]([Br:23])[cH:20][cH:21][cH:22]1.[CH2:24]([Cl:25])[Cl:26].[OH:1][c:2]1[cH:3][c:4](=[O:12])[o:5][c:6]2[cH:7][cH:8][cH:9][cH:10][c:11]12>>[OH:1][c:2]1[c:3]([CH:14]([CH2:15][CH3:16])[c:17]2[cH:18][c:19]([Br:23])[cH:20][cH:21][cH:22]2)[c:4](=[O:12])[o:5][c:6]2[cH:7][cH:8][cH:9][cH:10][c:11]12. Starting materials: C(C1=CC=CC=C1)OC=1C=C2C=CNC2=CC1 (5-benzoxyindole), [H-].[Na+] (NaH), BrC(C(=O)OCC)C (ethyl 2-bromopropionate). Solvent: C(C)(=O)OCC (ethyl acetate), CN(C)C=O (DMF). Yields the product C(C)OC(C(C)N1C=CC2=CC(=CC=C12)OCC1=CC=CC=C1)=O (2-(5-Benzyloxy-indol-1-yl)-propionic acid ethyl ester). Reaction SMILES: [H-].[Na+].[CH2:3]([O:10][C:11]1[CH:12]=[C:13]2[C:17](=[CH:18][CH:19]=1)[NH:16][CH:15]=[CH:14]2)[C:4]1[CH:9]=[CH:8][CH:7]=[CH:6][CH:5]=1.Br[CH:21]([CH3:27])[C:22]([O:24][CH2:25][CH3:26])=[O:23]>CN(C=O)C.C(OCC)(=O)C>[CH2:25]([O:24][C:22](=[O:23])[CH:21]([N:16]1[C:17]2[C:13](=[CH:12][C:11]([O:10][CH2:3][C:4]3[CH:5]=[CH:6][CH:7]=[CH:8][CH:9]=3)=[CH:19][CH:18]=2)[CH:14]=[CH:15]1)[CH3:27])[CH3:26] |f:0.1|. Procedure details: To a mixture of NaH (60%, 4.92 g, 0.205 mol) in DMF (60 mL) is added 5-benzoxyindole at 0˜5° C., then stirred 30 min. ethyl 2-bromopropionate is added dropwise, the mixture is allowed to warm to room temperature and heated at 70° C. overnight, cooled to room temperature, diluted with ethyl acetate, washed with water and brine, dried over sodium sulfate. Concentration and column chromatography on silica gel eluted with hexanes and ethyl acetate yields the title compound (29 g). Reactants: FC1=C(C(=CC(=C1)OC)F)C=1SC=C(N1)C(=O)O (2-(2,6-difluoro-4-methoxyphenyl)thiazole-4-carboxylic acid), FC=1C=C(C=C(C1B1OC(C(O1)(C)C)(C)C)F)C1(CCC1)O (1-(3,5-difluoro-4-(4,4,5,5-tetramethyl-1,3,2-dioxaborolan-2-yl)phenyl)cyclobutanol), FC=1C=C(C=C(C1B1OC(C(O1)(C)C)(C)C)F)C1(CCC1)O (1-(3,5-difluoro-4-(4,4,5,5-tetramethyl-1,3,2-dioxaborolan-2-yl)phenyl)cyclobutanol). Product: FC1=C(C(=CC(=C1)C1(CCC1)O)F)C=1SC=C(N1)C(=O)O (2-(2,6-difluoro-4-(1-hydroxycyclobutyl)phenyl)thiazole-4-carboxylic acid). Reaction SMILES: [F:1][C:2]1[CH:7]=[C:6](OC)[CH:5]=[C:4]([F:10])[C:3]=1[C:11]1[S:12][CH:13]=[C:14]([C:16]([OH:18])=[O:17])[N:15]=1.FC1C=C([C:36]2([OH:40])[CH2:39][CH2:38][CH2:37]2)C=C(F)C=1B1OC(C)(C)C(C)(C)O1>>[F:10][C:4]1[CH:5]=[C:6]([C:36]2([OH:40])[CH2:39][CH2:38][CH2:37]2)[CH:7]=[C:2]([F:1])[C:3]=1[C:11]1[S:12][CH:13]=[C:14]([C:16]([OH:18])=[O:17])[N:15]=1. Procedure details: Following the procedure of Intermediate 104, replacing 2,6-difluoro-4-methoxyphenylboronic acid with 1-(3,5-difluoro-4-(4,4,5,5-tetramethyl-1,3,2-dioxaborolan-2-yl)phenyl)cyclobutanol (Intermediate 108) gave the title compound. Reactants: COc1ccc2nccc(N3CCC4(CC3)CC(N)C(O)C4)c2n1, [Na+], [Na+], O=S(=O)([O-])[O-], O=Cc1ccc2c(n1)NC(=O)CS2. Yields the product COc1ccc2nccc(N3CCC4(CC3)CC(O)C(NCc3ccc5c(n3)NC(=O)CS5)C4)c2n1. Reaction SMILES: [NH2:1][CH:2]1[CH:3]([OH:24])[CH2:4][C:5]2([CH2:6]1)[CH2:7][CH2:8][N:9]([c:12]1[cH:13][cH:14][n:15][c:16]3[cH:17][cH:18][c:19]([O:22][CH3:23])[n:20][c:21]13)[CH2:10][CH2:11]2.[Na+:25].[Na+:26].[O-:27][S:28]([O-:29])(=[O:30])=[O:31].[O:32]=[C:33]1[NH:34][c:35]2[c:36]([cH:39][cH:40][c:41]([CH:43]=[O:44])[n:42]2)[S:37][CH2:38]1>>[NH:1]([CH:2]1[CH:3]([OH:24])[CH2:4][C:5]2([CH2:6]1)[CH2:7][CH2:8][N:9]([c:12]1[cH:13][cH:14][n:15][c:16]3[cH:17][cH:18][c:19]([O:22][CH3:23])[n:20][c:21]13)[CH2:10][CH2:11]2)[CH2:43][c:41]1[cH:40][cH:39][c:36]2[c:35]([n:42]1)[NH:34][C:33](=[O:32])[CH2:38][S:37]2.